Dataset: the Open Reaction Database (ORD), a public repository of structured organic reaction records. Task: describe an organic reaction: reactants, conditions, products, and yield Reactants: C(C)(C)(C)OC(NC(C(C)C)C(NC1=C(C=CC(=C1)Br)NCC1=CC=CC=C1)=O)=O ([1-(2-benzylamino-5-bromo-phenylcarbamoyl)-2-methyl-propyl]-carbamic acid tert-butyl ester), C(C)(=O)O (acetic acid). The product is C(C)(C)(C)OC(NC(C(C)C)C1=NC2=C(N1CC1=CC=CC=C1)C=CC(=C2)C)=O ([1-(1-benzyl-5-methyl-1H-benzimidazol-2-yl)-2-methyl-propyl]-carbamic acid tert-butyl ester). Yield: 66.0%. As a reaction SMILES: [C:1]([O:5][C:6](=[O:30])[NH:7][CH:8]([C:12](=O)[NH:13][C:14]1[CH:19]=[C:18](Br)[CH:17]=[CH:16][C:15]=1[NH:21][CH2:22][C:23]1[CH:28]=[CH:27][CH:26]=[CH:25][CH:24]=1)[CH:9]([CH3:11])[CH3:10])([CH3:4])([CH3:3])[CH3:2].[C:31](O)(=O)C>>[C:1]([O:5][C:6](=[O:30])[NH:7][CH:8]([C:12]1[N:21]([CH2:22][C:23]2[CH:28]=[CH:27][CH:26]=[CH:25][CH:24]=2)[C:15]2[CH:16]=[CH:17][C:18]([CH3:31])=[CH:19][C:14]=2[N:13]=1)[CH:9]([CH3:11])[CH3:10])([CH3:4])([CH3:3])[CH3:2]. Procedure details: A solution of [1-(2-benzylamino-5-bromo-phenylcarbamoyl)-2-methyl-propyl]-carbamic acid tert-butyl ester (400 mg, 0.84 mmol) in acetic acid (4 ml) was heated at 100° C. for 2 hours. The solvent was removed in vacuo and the resulting solid was dissolved in ethyl acetate. The organic layer was washed with saturated NaHCO3, dried over MgSO4, filtered and the filtrate was concentrated in vacuo. The crude product was purified by flash chromatography to give of [1-(1-benzyl-5-methyl-1H-benzimidazol-2-... The reactants are C(C1=CC=CC=C1)NC1C(CC(CC1)COS(=O)(=O)C1=CC=C(C=C1)C)C (toluene-4-sulfonic acid 4-benzylamino-3-methyl-cyclohexylmethyl ester), NC1=CC=CC=C1 (aniline), C([O-])([O-])=O.[K+].[K+] (potassium carbonate). The solvent is CC#N (MeCN). The product is C(C1=CC=CC=C1)NC1C(CC(CC1)CNC1=CC=CC=C1)C ((4-Benzylamino-3-methyl-cyclohexylmethyl)-phenyl-amine). RXN SMILES: [CH2:1]([NH:8][CH:9]1[CH2:14][CH2:13][CH:12]([CH2:15]OS(C2C=CC(C)=CC=2)(=O)=O)[CH2:11][CH:10]1[CH3:27])[C:2]1[CH:7]=[CH:6][CH:5]=[CH:4][CH:3]=1.[NH2:28][C:29]1[CH:34]=[CH:33][CH:32]=[CH:31][CH:30]=1.C(=O)([O-])[O-].[K+].[K+]>CC#N>[CH2:1]([NH:8][CH:9]1[CH2:14][CH2:13][CH:12]([CH2:15][NH:28][C:29]2[CH:34]=[CH:33][CH:32]=[CH:31][CH:30]=2)[CH2:11][CH:10]1[CH3:27])[C:2]1[CH:3]=[CH:4][CH:5]=[CH:6][CH:7]=1 |f:2.3.4|. Procedure: A mixture comprising toluene-4-sulfonic acid 4-benzylamino-3-methyl-cyclohexylmethyl ester (350 mg, 0.90 mmol), aniline (126, mg, 1.35 mmol) and potassium carbonate (250 mg, 1.80 mmol) in MeCN (1 mL) is heated using microwave radiation at 180° C. for 1 hour. The reaction mixture is partitioned between DCM and water and passed through a phase separator. The solvent is removed in vacuo and purification of the crude residue by chromatography on silica eluting with iso-hexane:EtOAc (25:1 increasing ... The reactants are O=C(Oc1cc(CBr)ccc1F)c1ccccc1, CCOC(C)=O, [H-], [Na], CN(C)C=O, O, N#Cc1ccc(Nn2cnnc2)cc1. Product: N#Cc1ccc(N(Cc2ccc(F)c(OC(=O)c3ccccc3)c2)n2cnnc2)cc1. Reaction SMILES: [Br:17][CH2:18][c:19]1[cH:20][cH:21][c:22]([F:34])[c:23]([O:25][C:26]([c:27]2[cH:28][cH:29][cH:30][cH:31][cH:32]2)=[O:33])[cH:24]1.[CH3:41][CH2:42][O:43][C:44](=[O:45])[CH3:46].[H-:2].[Na:1].[O:35]=[CH:36][N:37]([CH3:38])[CH3:39].[OH2:40].[n:3]1[n:4][cH:5][n:6]([NH:8][c:9]2[cH:10][cH:11][c:12]([C:13]#[N:14])[cH:15][cH:16]2)[cH:7]1>>[n:3]1[n:4][cH:5][n:6]([N:8]([c:9]2[cH:10][cH:11][c:12]([C:13]#[N:14])[cH:15][cH:16]2)[CH2:18][c:19]2[cH:20][cH:21][c:22]([F:34])[c:23]([O:25][C:26]([c:27]3[cH:28][cH:29][cH:30][cH:31][cH:32]3)=[O:33])[cH:24]2)[cH:7]1. Starting materials: c1cc2c3c(cccc3c1)COC2, C1CCOC1, [K], c1ccc2ccccc2c1. The product is Cc1cccc2cccc(CO)c12. As a reaction SMILES: [CH2:12]1[O:13][CH2:14][c:15]2[c:16]3[c:17]([cH:18][cH:19][cH:20][c:21]31)[cH:22][cH:23][cH:24]2.[CH2:25]1[O:26][CH2:27][CH2:28][CH2:29]1.[K:1].[cH:2]1[cH:3][c:4]2[c:5]([cH:6][cH:7][cH:8][cH:9]2)[cH:10][cH:11]1>>[CH2:12]([OH:13])[c:21]1[c:16]2[c:15]([CH3:14])[cH:24][cH:23][cH:22][c:17]2[cH:18][cH:19][cH:20]1. As a reaction SMILES: [CH2:1]([S:5]([C:8]1[CH:9]=[CH:10][C:11]2[C:15]([C:16]([C:18]3[CH:23]=[CH:22][C:21]([O:24][CH2:25][CH2:26][N:27]4[CH2:32][CH2:31][CH2:30][CH2:29][CH2:28]4)=[CH:20][CH:19]=3)=[O:17])=[C:14]([C:33]3[CH:38]=[CH:37][C:36]([OH:39])=[CH:35][CH:34]=3)[S:13][C:12]=2[CH:40]=1)(=[O:7])=[O:6])[CH2:2][CH2:3][CH3:4].C(OCC)C.[ClH:46]>C(OCC)(=O)C>[ClH:46].[CH2:1]([S:5]([C:8]1[CH:9]=[CH:10][C:11]2[C:15]([C:16]([C:18]3[CH:19]=[CH:20][C:21]([O:24][CH2:25][CH2:26][N:27]4[CH2:32][CH2:31][CH2:30][CH2:29][CH2:28]4)=[CH:22][CH:23]=3)=[O:17])=[C:14]([C:33]3[CH:38]=[CH:37][C:36]([OH:39])=[CH:35][CH:34]=3)[S:13][C:12]=2[CH:40]=1)(=[O:7])=[O:6])[CH2:2][CH2:3][CH3:4] |f:4.5|. The solvent is C(C)(=O)OCC (ethyl acetate). Reported procedure: 3 g of [6-n-butylsulfonoyl-2-[4-hydroxyphenyl]benzo[b]thien-3-yl]-[4-[2-(1-piperidinyl)ethoxy]phenyl]methanone was dissolved in 50 ml of ethyl acetate and a solution of diethyl ether saturated with hydrogen chloride was added. A thick white precipitate formed and the liquid was decanted off. The solid was triturated (2×) with diethyl ether and dried. This afforded 2.51 g of the title compound as a white amorphous powder. Starting materials: C(C)OCC (diethyl ether), Cl (hydrogen chloride), C(CCC)S(=O)(=O)C=1C=CC2=C(SC(=C2C(=O)C2=CC=C(C=C2)OCCN2CCCCC2)C2=CC=C(C=C2)O)C1 ([6-n-butylsulfonoyl-2-[4-hydroxyphenyl]benzo[b]thien-3-yl]-[4-[2-(1-piperidinyl)ethoxy]phenyl]methanone). Product: Cl.C(CCC)S(=O)(=O)C=1C=CC2=C(SC(=C2C(=O)C2=CC=C(C=C2)OCCN2CCCCC2)C2=CC=C(C=C2)O)C1 ([6-n-butylsulfonoyl-2-[4-hydroxyphenyl]benzo[b]thien-3-yl]-[4-[2-(1-piperidinyl)ethoxy]phenyl]methanone hydrochloride). Conditions: temperature 0 celsius, time 0.5 hour. Run in C1CCOC1 (THF). The product is C(=C)C1=CC(=CC=C1)OC1=CC=CC=C1 (1-Ethenyl-3-Phenoxy-benzene). Procedure: A suspension of triphenylmethylphosphonium bromide (25.23 g) and potassium tert-butoxide (1M solution in tetrahydrofuran) (75.67 ml) was stirred at 0° C. for 0.5 h. A solution of 3-phenoxy-benzaldehyde (10.0 g) in THF (10 ml) was added to the mixture and the reaction mixture stirred at 0° C. for 4 h. Ammonium chloride solution was added and the mixture extracted with diethyl ether. The organic extracts were combined, washed with water, dried and concentrated. Purification (SiO2, isohexane:ethyl ... Starting materials: [Cl-].[NH4+] (Ammonium chloride), [Br-].C1(=CC=CC=C1)C(C1=CC=CC=C1)(C1=CC=CC=C1)[PH3+] (triphenylmethylphosphonium bromide), CC(C)([O-])C.[K+] (potassium tert-butoxide), O(C1=CC=CC=C1)C=1C=C(C=O)C=CC1 (3-phenoxy-benzaldehyde). RXN SMILES: [Br-].C1([C:8]([PH3+])([C:15]2C=CC=CC=2)[C:9]2[CH:14]=[CH:13][CH:12]=[CH:11][CH:10]=2)C=CC=CC=1.CC(C)([O-])C.[K+].[O:28](C1C=C(C=CC=1)C=O)[C:29]1[CH:34]=[CH:33][CH:32]=[CH:31][CH:30]=1.[Cl-].[NH4+]>C1COCC1>[CH:8]([C:9]1[CH:10]=[CH:11][CH:12]=[C:13]([O:28][C:29]2[CH:34]=[CH:33][CH:32]=[CH:31][CH:30]=2)[CH:14]=1)=[CH2:15] |f:0.1,2.3,5.6|. The yield is 71.9%. Starting materials: OC(C)C=1OC(=CN1)CN1N=CC(=N1)NC(=O)C=1N=C(OC1C=1C=C(C=CC1)C)C (2-methyl-5-m-tolyl-oxazole-4-carboxylic acid {2-[2-(1-hydroxy-ethyl)-oxazol-5-ylmethyl]-2H-[1,2,3]triazol-4-yl}-amide), N#N (N2). The reagents and catalysts are O=[Mn]=O (MnO2). Run in C(=O)(C)C#N (AcCN). Run at time 8 hour. Product: C(C)(=O)C=1OC(=CN1)CN1N=CC(=N1)NC(=O)C=1N=C(OC1C=1C=C(C=CC1)C)C (2-Methyl-5-m-tolyl-oxazole-4-carboxylic acid [2-(2-acetyl-oxazol-5-ylmethyl)-2H-[1,2,3]triazol-4-yl]-amide). As a reaction SMILES: N#N.[OH:3][CH:4]([C:6]1[O:7][C:8]([CH2:11][N:12]2[N:16]=[C:15]([NH:17][C:18]([C:20]3[N:21]=[C:22]([CH3:32])[O:23][C:24]=3[C:25]3[CH:26]=[C:27]([CH3:31])[CH:28]=[CH:29][CH:30]=3)=[O:19])[CH:14]=[N:13]2)=[CH:9][N:10]=1)[CH3:5]>C(C#N)(C)=O.O=[Mn]=O>[C:4]([C:6]1[O:7][C:8]([CH2:11][N:12]2[N:16]=[C:15]([NH:17][C:18]([C:20]3[N:21]=[C:22]([CH3:32])[O:23][C:24]=3[C:25]3[CH:26]=[C:27]([CH3:31])[CH:28]=[CH:29][CH:30]=3)=[O:19])[CH:14]=[N:13]2)=[CH:9][N:10]=1)(=[O:3])[CH3:5]. Reported procedure: In a flame dried round-bottomed flask equipped with a magnetic stir bar and under inert atmosphere (N2), a solution of 2-methyl-5-m-tolyl-oxazole-4-carboxylic acid {2-[2-(1-hydroxy-ethyl)-oxazol-5-ylmethyl]-2H-[1,2,3]triazol-4-yl}-amide (60 mg, 0.15 mmol) in AcCN (2.0 mL) was treated at rt with MnO2 (107 mg, 1.11 mmol) and the reaction mixture was stirred at rt overnight before being filtered through Celite. The solvent was removed under reduced pressure and the residue was dissolved in EA (10 m... The reactants are CO (methanol), ClC1=C(C(=O)O)C=CC(=C1C)OC (2-chloro-4-methoxy-3-methylbenzoic acid), S(O)(O)(=O)=O (sulfuric acid). The solvent is C1=CC=CC=C1 (benzene). Reaction conditions: time 18 hour. The product is ClC1=C(C(=O)OC)C=CC(=C1C)OC (methyl 2-chloro-4-methoxy-3-methylbenzoate). The yield is 76.0%. RXN SMILES: [CH3:1]O.[Cl:3][C:4]1[C:12]([CH3:13])=[C:11]([O:14][CH3:15])[CH:10]=[CH:9][C:5]=1[C:6]([OH:8])=[O:7].S(=O)(=O)(O)O>C1C=CC=CC=1>[Cl:3][C:4]1[C:12]([CH3:13])=[C:11]([O:14][CH3:15])[CH:10]=[CH:9][C:5]=1[C:6]([O:8][CH3:1])=[O:7]. Reported procedure: To 150 ml methanol, was dissolved 2-chloro-4-methoxy-3-methylbenzoic acid in an amount of 16.6 g (0.0832 mole), and the resulting solution was stirred for 18 hours under reflux and heating following to the addition of concentrated sulfuric acid in an amount of 1.0 g into the solution. The residue obtained by distillating out the solvent under reduced pressure was dissolved in benzene, washed with 3% aqueous solution of sodium hydrogencarbonate and subsequently with saturated saline solution and ... Starting materials: Cl (Hydrogen chloride), CO (methanol), N1=C(C=C2N1CCNC2)CO ((4,5,6,7-tetrahydropyrazolo[1,5-a]pyrazin-2-yl)-methanol), CSC=1SCCN1 (2-methylsulfanyl-4,5-dihydrothiazole). Solvent: C(C)OCC (diethyl ether). Product: S1C(=NCC1)N1CC=2N(CC1)N=C(C2)CO ([5-(4,5-Dihydrothiazol-2-yl)-4,5,6,7-tetrahydropyrazolo[1,5-a]pyrazin-2-yl]-methanol), solid. The yield is 89.0%. As a reaction SMILES: Cl.CO.[N:4]1[N:8]2[CH2:9][CH2:10][NH:11][CH2:12][C:7]2=[CH:6][C:5]=1[CH2:13][OH:14].CS[C:17]1[S:18][CH2:19][CH2:20][N:21]=1>C(OCC)C>[S:18]1[CH2:19][CH2:20][N:21]=[C:17]1[N:11]1[CH2:10][CH2:9][N:8]2[N:4]=[C:5]([CH2:13][OH:14])[CH:6]=[C:7]2[CH2:12]1. Reported procedure: Hydrogen chloride (2 mol/l) solution in diethyl ether (0.7 ml) was added to the methanol (20 ml) solution of (4,5,6,7-tetrahydropyrazolo[1,5-a]pyrazin-2-yl)-methanol (1.08 g) and 2-methylsulfanyl-4,5-dihydrothiazole (1.03 g). The reaction mixture was refluxed for 4 days. The mixture was quenched with small amount of saturated potassium carbonate solution, dried (MgSO4) and filtered. The filtrate was concentrated under reduced pressure. The residue was applied to silica-gel column chromatography,... The reactants are C(C)(C)(C)OC(=O)NCCOC1=CC=C(C=C1)N (N-(tert-butoxycarbonyl)-2-(4-aminophenoxy)ethylamine), COC1=C(C(=O)Cl)C(=CC=C1)OC (2,6-dimethoxybenzoic acid chloride). Run in N1=CC=CC=C1 (pyridine). Reaction conditions: time 1 hour. Yields the product C(C)(C)(C)OC(=O)NCCOC1=CC=C(NC(C2=C(C=CC=C2OC)OC)=O)C=C1 (4′-[2-(tert-butoxycarbonylamino)ethoxy]-2,6-dimethoxybenzanilide). Isolated yield 70.9%. RXN SMILES: [C:1]([O:5][C:6]([NH:8][CH2:9][CH2:10][O:11][C:12]1[CH:17]=[CH:16][C:15]([NH2:18])=[CH:14][CH:13]=1)=[O:7])([CH3:4])([CH3:3])[CH3:2].[CH3:19][O:20][C:21]1[CH:29]=[CH:28][CH:27]=[C:26]([O:30][CH3:31])[C:22]=1[C:23](Cl)=[O:24]>N1C=CC=CC=1>[C:1]([O:5][C:6]([NH:8][CH2:9][CH2:10][O:11][C:12]1[CH:17]=[CH:16][C:15]([NH:18][C:23](=[O:24])[C:22]2[C:26]([O:30][CH3:31])=[CH:27][CH:28]=[CH:29][C:21]=2[O:20][CH3:19])=[CH:14][CH:13]=1)=[O:7])([CH3:4])([CH3:2])[CH3:3]. Reported procedure: N-(tert-butoxycarbonyl)-2-(4-nitrophenoxy)ethylamine (5.91 g) was dissolved into methanol (200 ml) and subjected to hydrogeration reaction at ambient pressure by adding 10% palladium carbon catalyst (0.5 g). After completion of hydrogeration reaction, excess catalyst was removed by filtration. Filtrate was concentrated under vacuum to obtain N-(tert-butoxycarbonyl)-2-(4-aminophenoxy)ethylamine (5.07 g) as color-less oily substance. (1-3) N-(tert-butoxycarbonyl)-2-(4-aminophenoxy)ethylamine (1.00...